From a dataset of the Open Reaction Database (ORD), a public repository of structured organic reaction records. describe an organic reaction: reactants, conditions, products, and yield Reactants: C(=O)C1=NC=C2SC=CN21 (5-formylimidazo[5,1-b]thiazole), C(OC)([O-])[O-] (methyl orthoformate), C1(=CC=C(C=C1)S(=O)=O)C (p-toluenesulfonic acid monohydride), C[O-].[Na+].CO (sodium methoxide methanol). Solvent: CO (methanol). Conditions: time 10 minute. Yields the product COC(C1=NC=C2SC=CN21)OC (5-Dimethoxymethylimidazo[5,1-b]thiazole). Yield: 83.0%. RXN SMILES: [CH:1]([C:3]1[N:10]2[C:6]([S:7][CH:8]=[CH:9]2)=[CH:5][N:4]=1)=[O:2].[CH:11]([O-])([O-])[O:12]C.[C:16]1(C)C=CC(S(=O)=O)=CC=1.C[O-].[Na+].CO>CO>[CH3:16][O:2][CH:1]([O:12][CH3:11])[C:3]1[N:10]2[C:6]([S:7][CH:8]=[CH:9]2)=[CH:5][N:4]=1 |f:3.4.5|. Procedure details: To a solution of 650 mg (4.23 mmol) of the above-obtained 5-formylimidazo[5,1-b]thiazole in 10 ml of methanol were added 30 ml of methyl orthoformate and 486 mg of p-toluenesulfonic acid monohydride. The mixture was refluxed for 4 hours, and then cooled to room temperature. To this was added 2 ml of a 28% sodium methoxide/methanol solution, and the mixture was stirred for 10 minutes. The reaction solution was concentrated under reduced pressure. The residue was dissolved in methylene chloride, a...